Dataset: the Open Reaction Database (ORD), a public repository of structured organic reaction records. Task: describe an organic reaction: reactants, conditions, products, and yield Reactants: FC=1C=C(C=NC1)C=O (5-fluoro-3-pyridinecarbaldehyde), C(CC(=O)O)(=O)O (malonic acid), N1CCCCC1 (piperidine). The solvent is N1=CC=CC=C1 (pyridine). Run at temperature 110 celsius, time 2 hour. The product is FC=1C=C(C=NC1)C=CC(=O)O (3-(5-fluoro-3-pyridyl)acrylic acid). Yield: 34.0%. Reaction SMILES: [F:1][C:2]1[CH:3]=[C:4]([CH:8]=O)[CH:5]=[N:6][CH:7]=1.C(O)(=O)[CH2:11][C:12]([OH:14])=[O:13].N1CCCCC1>N1C=CC=CC=1>[F:1][C:2]1[CH:3]=[C:4]([CH:8]=[CH:11][C:12]([OH:14])=[O:13])[CH:5]=[N:6][CH:7]=1. Reported procedure: A mixture of 1.1 g of the crude 5-fluoro-3-pyridinecarbaldehyde, 1.8 g of malonic acid, 0.15 ml of piperidine, and 7 ml of pyridine is stirred at 110° C. for 2 hours. The reaction mixture is concentrated, and 20 ml of water is added. The resulting precipitate is collected and washed with cold water to give 0.5 g of the title compound. The reactants are CCN(CC)CCN, CSc1nnc(-c2ccccc2)c(C)n1, CCOC(C)=O. Yields the product CCN(CC)CCNc1nnc(-c2ccccc2)c(C)n1. RXN SMILES: [CH2:16]([CH3:17])[N:18]([CH2:19][CH2:20][NH2:21])[CH2:22][CH3:23].[CH3:1][c:2]1[n:3][c:4]([S:14][CH3:15])[n:5][n:6][c:7]1-[c:8]1[cH:9][cH:10][cH:11][cH:12][cH:13]1.[CH3:24][CH2:25][O:26][C:27](=[O:28])[CH3:29]>>[CH3:1][c:2]1[n:3][c:4]([NH:21][CH2:20][CH2:19][N:18]([CH2:16][CH3:17])[CH2:22][CH3:23])[n:5][n:6][c:7]1-[c:8]1[cH:9][cH:10][cH:11][cH:12][cH:13]1. Reactants: C[Si](N[Si](C)(C)C)(C)C.[Li] (lithiumhexamethyldisilazane), 14, C(C)OC(C1=CC(=CC(=C1)OC)OC)=O (Ethyl-3,5-dimethoxy-benzoate), CC(=O)C=1C=CC(=CC1O)O (2,4-dihydroxy acetophenone). Solvent: O1CCCC1 (tetrahydrofuran), ethyl-3,5-dimethoxy benzoate, O1CCCC1 (tetrahydrofuran), O1CCCC1 (tetrahydrofuran). Product: 20, COC=1C=C(C=C(C1)OC)C(CC(=O)C1=C(C=C(C=C1)O)O)=O (1-(3,5-dimethoxy-phenyl)-3-(2,4-dihydroxy-phenyl)-propane-1,3-dione). RXN SMILES: C[Si](C)(C)N[Si](C)(C)C.[Li].C(O[C:14](=[O:25])[C:15]1[CH:20]=[C:19]([O:21][CH3:22])[CH:18]=[C:17]([O:23][CH3:24])[CH:16]=1)C.[CH3:26][C:27]([C:29]1[CH:30]=[CH:31][C:32]([OH:36])=[CH:33][C:34]=1[OH:35])=[O:28]>O1CCCC1>[CH3:22][O:21][C:19]1[CH:20]=[C:15]([C:14](=[O:25])[CH2:26][C:27]([C:29]2[CH:30]=[CH:31][C:32]([OH:36])=[CH:33][C:34]=2[OH:35])=[O:28])[CH:16]=[C:17]([O:23][CH3:24])[CH:18]=1 |f:0.1,^1:9|. Procedure: A solution of 20% lithiumhexamethyldisilazane in tetrahydrofuran (144 mL, 172 mmol), 2,4-dihydroxy acetophenone, 14 (6.5 g, 43 mmol) in tetrahydrofuran (150 mL) and ethyl-3,5-dimethoxy benzoate, 6 (9 g, 43 mmol) in tetrahydrofuran (100 mL) were reacted to afford 20, 1-(3,5-dimethoxy-phenyl)-3-(2,4-dihydroxy-phenyl)-propane-1,3-dione (15 g), which was cyclized with Dowex-H+ (5 g) in 2-propanol (200 mL) in a similar way as described for 22 to afford 26. Yield 7.6 g (59%); mp 267-268° C.; MS (FAB) ... Reactants: COC(C(=CC1=C(C=CC=C1F)F)NC(=O)OCC1=CC=CC=C1)=O (2-benzyloxycarbonylamino-3-(2,6-difluorophenyl)acrylic acid methyl ester), (+)-1,2-bis-[(2S,5S)2,5-diethylphopholano]benzene (cyclooctadiene)rhodium (1) trifluoromethanesulfonate. Solvent: C(C)O (ethanol). Conditions: time 2 day. The product is COC([C@H](CC1=C(C=CC=C1F)F)NC(=O)OCC1=CC=CC=C1)=O (2(S)-benzyloxycarbonylamino-3-(2,6-difluorophenyl)propionic acid methyl ester). Reaction SMILES: [CH3:1][O:2][C:3](=[O:25])[C:4]([NH:14][C:15]([O:17][CH2:18][C:19]1[CH:24]=[CH:23][CH:22]=[CH:21][CH:20]=1)=[O:16])=[CH:5][C:6]1[C:11]([F:12])=[CH:10][CH:9]=[CH:8][C:7]=1[F:13]>C(O)C>[CH3:1][O:2][C:3](=[O:25])[C@@H:4]([NH:14][C:15]([O:17][CH2:18][C:19]1[CH:20]=[CH:21][CH:22]=[CH:23][CH:24]=1)=[O:16])[CH2:5][C:6]1[C:11]([F:12])=[CH:10][CH:9]=[CH:8][C:7]=1[F:13]. Reported procedure: A mixture of 2-benzyloxycarbonylamino-3-(2,6-difluorophenyl)acrylic acid methyl ester (14.4 mmol), and catalyst, (+)-1,2-bis-[(2S,5S)2,5-diethylphopholano]benzene (cyclooctadiene)rhodium (1) trifluoromethanesulfonate (Strem. Chemical No. 45-0151; 104 mg, 0.14 mmol) was dissolved in ethanol (150 mL). Hydrogenation was performed at 50 psi H2 at room temperature over 2 days. The solvent was then removed by rotary evaporation to give 2(S)-benzyloxycarbonylamino-3-(2,6-difluorophenyl)propionic acid m...